From a dataset of the Open Reaction Database (ORD), a public repository of structured organic reaction records. describe an organic reaction: reactants, conditions, products, and yield The reactants are BrC=1SC(=CC1)C=O (2-bromo-5-formylthiophene), Cl.NO (hydroxylamine hydrochloride). Solvent: N1=CC=CC=C1 (pyridine). Conditions: time 8 hour. Yields the product BrC1=CC=C(S1)C=NO (5-Bromo-thiophene-2-carbaldehyde oxime). Isolated yield 100.0%. As a reaction SMILES: [Br:1][C:2]1[S:3][C:4]([CH:7]=O)=[CH:5][CH:6]=1.Cl.[NH2:10][OH:11]>N1C=CC=CC=1>[Br:1][C:2]1[S:3][C:4]([CH:7]=[N:10][OH:11])=[CH:5][CH:6]=1 |f:1.2|. Procedure details: To a mixture of 2-bromo-5-formylthiophene (2.5 mL, 21 mmol) and pyridine (25 mL) was added hydroxylamine hydrochloride (2.2 g, 32 mmol) on an ice bath, then, the solution was stirred overnight at room temperature. This reaction mixture was concentrated in vacuo, then, partitioned with water (50 mL), ethyl acetate (50 mL) then 1N hydrochloric acid solution (50 mL). The organic layer was separated, sequentially washed with an aqueous solution of saturated sodium bicarbonate and brine, and then, dr... Product: FC1(CN(CC1)C1=CC(=NC=N1)N1NC=C(C1=O)N1C=NC=C1)F (2-[6-(3,3-Difluoropyrrolidin-1-yl)pyrimidin-4-yl]-4-(1H-imidazol-1-yl)-1,2-dihydro-3H-pyrazol-3-one). The solvent is O1CCCC1 (tetrahydrofuran). The reactants are Cl.ClC1=CC(=NC=N1)N1NC=C(C1=O)N1C=NC=C1 (2-(6-Chloropyrimidin-4-yl)-4-(1H-imidazol-1-yl)-1,2-dihydro-3H-pyrazol-3-one hydrochloride), Cl.FC1(CNCC1)F (3,3-difluoropyrrolidine hydrochloride), C(C)N(C(C)C)C(C)C (N-ethyl-N-(propan-2-yl)propane-2-amine). Reaction SMILES: Cl.Cl[C:3]1[N:8]=[CH:7][N:6]=[C:5]([N:9]2[C:13](=[O:14])[C:12]([N:15]3[CH:19]=[CH:18][N:17]=[CH:16]3)=[CH:11][NH:10]2)[CH:4]=1.Cl.[F:21][C:22]1([F:27])[CH2:26][CH2:25][NH:24][CH2:23]1.C(N(C(C)C)C(C)C)C>O1CCCC1>[F:21][C:22]1([F:27])[CH2:26][CH2:25][N:24]([C:3]2[N:8]=[CH:7][N:6]=[C:5]([N:9]3[C:13](=[O:14])[C:12]([N:15]4[CH:19]=[CH:18][N:17]=[CH:16]4)=[CH:11][NH:10]3)[CH:4]=2)[CH2:23]1 |f:0.1,2.3|. Reported procedure: 100 mg (0.3 mmol) of the compound from Example 13A, 58 mg (0.4 mmol) of 3,3-difluoropyrrolidine hydrochloride and 175 μl (130 mg, 1.0 mmol) of N-ethyl-N-(propan-2-yl)propane-2-amine are initially charged in 2 ml of tetrahydrofuran and reacted in a single mode microwave (Emrys Optimizer) at 120° C. for 1 h. After concentration under reduced pressure, the residue is taken up in acetonitrile/water and purified by preparative HPLC (RP18 column; mobile phase: acetonitrile/water gradient). Yield: 111 ...